This data is from the Open Reaction Database (ORD), a public repository of structured organic reaction records. The task is: describe an organic reaction: reactants, conditions, products, and yield The reactants are C(CC)N1C(C(C2=CC=CC=C12)=O)=O (1-propylindoline-2,3-dione), CC=1C=C2C(C(NC2=CC1)=O)=O (5-methyl isatin), C1=CC=C(C=C1)CCBr (2-phenethyl bromide). Product: CC=1C=C2C(C(N(C2=CC1)CCC1=CC=CC=C1)=O)=O (5-methyl-1-phenethylindoline-2,3-dione). RXN SMILES: C(N1[C:12]2[C:7](=[CH:8][CH:9]=[CH:10][CH:11]=2)[C:6](=O)[C:5]1=O)CC.[CH3:15][C:16]1[CH:17]=[C:18]2[C:22](=[CH:23][CH:24]=1)[NH:21][C:20](=[O:25])[C:19]2=[O:26].C1C=CC(CCBr)=CC=1>>[CH3:15][C:16]1[CH:17]=[C:18]2[C:22](=[CH:23][CH:24]=1)[N:21]([CH2:5][CH2:6][C:7]1[CH:12]=[CH:11][CH:10]=[CH:9][CH:8]=1)[C:20](=[O:25])[C:19]2=[O:26]. Procedure: Was prepared in an analogous manner to 1-propylindoline-2,3-dione using 5-methyl isatin (purchased from Fisher Scientific) and 2-phenethyl bromide (purchased from Fisher Scientific). Reactants: IC[C@H](CC(=O)OCC)O (ethyl (S)-4-iodo-3-hydroxybutyrate), [C-]#N.[Na+] (sodium cyanide). Solvent: CS(=O)C (dimethyl sulfoxide). Yields the product C(#N)CC(CC(=O)OCC)O (ethyl 4-cyano-3-hydroxybutyrate). RXN SMILES: I[CH2:2][C@@H:3]([OH:10])[CH2:4][C:5]([O:7][CH2:8][CH3:9])=[O:6].[C-:11]#[N:12].[Na+]>CS(C)=O>[C:11]([CH2:2][CH:3]([OH:10])[CH2:4][C:5]([O:7][CH2:8][CH3:9])=[O:6])#[N:12] |f:1.2|. Procedure details: The recombinant E. coli HB101(pNTS1G) obtained in Example 10 was inoculated in 100 ml of a 2×YT medium sterilized in a 500 ml Sakaguchi flask, and cultured with agitation at 37° C. for 13 hours. Glucose, 0.5 g, 3.2 mg of NADP, and then 0.5 g of ethyl 4-iodoacetoacetate were added to 50 ml of the resultant culture. The culture was stirred at 30° C. while being adjusted at pH 6.5 with a 5 M sodium hydroxide solution to allow for reaction for 72 hours. After the reaction, the reaction solution was ... Reaction SMILES: [C:1]([C:3]1[CH:4]=[C:5]([CH:24]=[CH:25][C:26]=1[O:27][CH:28]([CH3:30])[CH3:29])[CH2:6][O:7][C:8]1[CH:16]=[CH:15][C:14]2[N:13]3[CH2:17][CH2:18][CH:19]([CH2:20][C:21]([OH:23])=[O:22])[C:12]3=[CH:11][C:10]=2[CH:9]=1)#[N:2].C1C(=O)N([Cl:38])C(=O)C1>C(Cl)Cl>[Cl:38][C:11]1[C:10]2[CH:9]=[C:8]([O:7][CH2:6][C:5]3[CH:24]=[CH:25][C:26]([O:27][CH:28]([CH3:30])[CH3:29])=[C:3]([C:1]#[N:2])[CH:4]=3)[CH:16]=[CH:15][C:14]=2[N:13]2[CH2:17][CH2:18][CH:19]([CH2:20][C:21]([OH:23])=[O:22])[C:12]=12. Reported procedure: A solution of the 1St enantiomer obtained during the resolution of Compound 6 by chiral HPLC (described as the enantiomer isolated and having the retention time of 6.7 min per the conditions reported in Example 1.2) (20 mg, 0.049 mmol) in DCM (0.500 mL) was cooled to 0° C. NCS (6.60 mg, 0.049 mmol) was added and the reaction was allowed to continue at 0° C. for 15 min in a 20 mL sealed scintillation vial. After 15 min, the reaction mixture was diluted with DCM and washed with water (2×10 mL), th... Yields the product ClC1=C2N(C=3C=CC(=CC13)OCC1=CC(=C(C=C1)OC(C)C)C#N)CCC2CC(=O)O (2-(9-Chloro-7-(3-cyano-4-isopropoxybenzyloxy)-2,3-dihydro-1H-pyrrolo[1,2-a]indol-1-yl)acetic Acid). Reaction conditions: temperature 0 celsius, time 15 minute. Starting materials: C(#N)C=1C=C(COC2=CC=3C=C4N(C3C=C2)CCC4CC(=O)O)C=CC1OC(C)C (2-(7-(3-Cyano-4-isopropoxybenzyloxy)-2,3-dihydro-1H-pyrrolo[1,2-a]indol-1-yl)acetic Acid), C1CC(=O)N(C1=O)Cl (NCS). The solvent is C(Cl)Cl (DCM), C(Cl)Cl (DCM). Reactants: Cl, NCCC(C(=O)O)S(=O)(=O)O, O=C1C=CC(=O)O1, CN(C)C=O. Product: O=C(O)C=CC(=O)NCCC(C(=O)O)S(=O)(=O)O. RXN SMILES: [ClH:12].[NH2:1][CH2:2][CH2:3][CH:4]([C:5](=[O:6])[OH:7])[S:8](=[O:9])(=[O:10])[OH:11].[O:13]=[C:14]1[O:15][C:16](=[O:17])[CH:18]=[CH:19]1.[O:20]=[CH:21][N:22]([CH3:23])[CH3:24]>>[NH:1]([CH2:2][CH2:3][CH:4]([C:5](=[O:6])[OH:7])[S:8](=[O:9])(=[O:10])[OH:11])[C:16](=[O:17])[CH:18]=[CH:19][C:14](=[O:13])[OH:15]. RXN SMILES: [CH:1](=[C:3]1[C:12]2[C:7](=[C:8]([O:13][CH3:14])[N:9]=[CH:10][CH:11]=2)[CH2:6][O:5][CH2:4]1)[CH3:2].C(=O)([O-])[O-].[K+].[K+]>C(O)CC.C1C=CC(P(C2C=CC=CC=2)C2C=CC=CC=2)=CC=1.C1C=CC(P(C2C=CC=CC=2)C2C=CC=CC=2)=CC=1.C1C=CC(P(C2C=CC=CC=2)C2C=CC=CC=2)=CC=1.[Cl-].[Rh]>[CH2:1]([C:3]1[C:12]2[C:7](=[C:8]([O:13][CH3:14])[N:9]=[CH:10][CH:11]=2)[CH2:6][O:5][CH:4]=1)[CH3:2] |f:1.2.3,5.6.7.8.9|. Yields the product C(C)C1=COCC2=C(N=CC=C21)OC (4-ethyl-8-methoxy-1H-pyrano[3,4-c]pyridine). Procedure: A warmed solution of 4-ethylidene-8-methoxy-3,4-dihydro-1H-pyrano[3,4-c]pyridine, prepared as in example 3 (0.35 g, 1.83 mmol) in 30 mL of n-propanol is purged with a stream of nitrogen for 20 minutes prior to the addition of tris(triphenylphosphine)rhodium(I) chloride (0.025 g, 0.027 mmol). The reaction mixture is stirred at reflux for 15 hours under nitrogen and again treated with tris(triphenylphosphine)rhodium(I) chloride (0.025 g). After 2 hr, the flask is charged with potassium carbonate (... Solvent: C(CC)O (n-propanol). Reagents/catalysts: C1=CC=C(C=C1)P(C2=CC=CC=C2)C3=CC=CC=C3.C1=CC=C(C=C1)P(C2=CC=CC=C2)C3=CC=CC=C3.C1=CC=C(C=C1)P(C2=CC=CC=C2)C3=CC=CC=C3.[Cl-].[Rh] (tris(triphenylphosphine)rhodium(I) chloride), C1=CC=C(C=C1)P(C2=CC=CC=C2)C3=CC=CC=C3.C1=CC=C(C=C1)P(C2=CC=CC=C2)C3=CC=CC=C3.C1=CC=C(C=C1)P(C2=CC=CC=C2)C3=CC=CC=C3.[Cl-].[Rh] (tris(triphenylphosphine)rhodium(I) chloride), C1=CC=C(C=C1)P(C2=CC=CC=C2)C3=CC=CC=C3.C1=CC=C(C=C1)P(C2=CC=CC=C2)C3=CC=CC=C3.C1=CC=C(C=C1)P(C2=CC=CC=C2)C3=CC=CC=C3.[Cl-].[Rh] (tris(triphenylphosphine)rhodium(I) chloride). The reactants are C(C)=C1COCC2=C(N=CC=C21)OC (4-ethylidene-8-methoxy-3,4-dihydro-1H-pyrano[3,4-c]pyridine), example 3, C([O-])([O-])=O.[K+].[K+] (potassium carbonate). Conditions: time 2 hour. The reactants are CC(C)n1cc(C(=O)O)ccc1=O, CC(N)C(N)(c1ccc(F)cc1)c1ccc(F)nc1. Yields the product CC(C)n1cc(C2=NC(c3ccc(F)cc3)(c3ccc(F)nc3)C(C)N2)ccc1=O. RXN SMILES: [CH:20]([CH3:21])([CH3:22])[n:23]1[c:24](=[O:32])[cH:25][cH:26][c:27]([C:29]([OH:30])=[O:31])[cH:28]1.[F:1][c:2]1[cH:3][cH:4][c:5]([C:8]([CH:9]([CH3:10])[NH2:11])([NH2:12])[c:13]2[cH:14][n:15][c:16]([F:19])[cH:17][cH:18]2)[cH:6][cH:7]1>>[F:1][c:2]1[cH:3][cH:4][c:5]([C:8]2([c:13]3[cH:14][n:15][c:16]([F:19])[cH:17][cH:18]3)[CH:9]([CH3:10])[NH:11][C:29]([c:27]3[cH:26][cH:25][c:24](=[O:32])[n:23]([CH:20]([CH3:21])[CH3:22])[cH:28]3)=[N:12]2)[cH:6][cH:7]1. The reactants are N#Cc1ccc2c(c1)cc(C(=O)O)n2Cc1cccc(OC(F)(F)F)c1, CCOC(=O)C(C)CN, Cl, N#Cc1ccc2c(c1)cc(C(=O)NCC1(CO)CCCC1)n2Cc1cccc(OC(F)(F)F)c1. Yields the product CCOC(=O)C(C)CNC(=O)c1cc2cc(C#N)ccc2n1Cc1cccc(OC(F)(F)F)c1. RXN SMILES: [C:35]([c:36]1[cH:37][c:38]2[c:39]([cH:40][cH:41]1)[n:42]([CH2:43][c:44]1[cH:45][cH:46][cH:47][c:48]([O:49][C:50]([F:51])([F:52])[F:53])[cH:54]1)[c:55]([C:56]([OH:57])=[O:58])[cH:59]2)#[N:60].[CH2:61]([CH3:62])[O:63][C:64]([CH:65]([CH2:66][NH2:67])[CH3:68])=[O:69].[ClH:70].[OH:1][CH2:2][C:3]1([CH2:4][NH:5][C:10](=[O:11])[c:12]2[n:13]([CH2:23][c:24]3[cH:25][c:26]([O:30][C:31]([F:32])([F:33])[F:34])[cH:27][cH:28][cH:29]3)[c:14]3[cH:15][cH:16][c:17]([C:21]#[N:22])[cH:18][c:19]3[cH:20]2)[CH2:6][CH2:7][CH2:8][CH2:9]1>>[C:10](=[O:11])([c:12]1[n:13]([CH2:23][c:24]2[cH:25][c:26]([O:30][C:31]([F:32])([F:33])[F:34])[cH:27][cH:28][cH:29]2)[c:14]2[cH:15][cH:16][c:17]([C:21]#[N:22])[cH:18][c:19]2[cH:20]1)[NH:67][CH2:66][CH:65]([C:64]([O:63][CH2:61][CH3:62])=[O:69])[CH3:68]. Reactants: [Cl-].[Al+3].[Cl-].[Cl-] (aluminum chloride), C1(=CC=CC=C1)C(C1=CC=CC=C1)OC(=S)C1=C(CS[C@H]2N1C([C@H]2NC(\C(=N/OC(C2=CC=CC=C2)(C2=CC=CC=C2)C2=CC=CC=C2)\C=2N=C(SC2)NC(=O)OC(C)(C)C)=O)=O)CSC=2N=NN(C2)C(C2=CC=CC=C2)(C2=CC=CC=C2)C2=CC=CC=C2 (7β-[(Z)-2-(2-t-butoxycarbonylaminothiazol-4-yl)-2-trityloxyiminoacetamido]-3-(1-trityl-1,2,3-triazol-4-yl)thiomethylthio-3-cephem-4-carboxylic acid diphenylmethyl ester). Run in C1(=CC=CC=C1)OC (anisole), C1(=CC=CC=C1)OC (anisole), [N+](=O)([O-])C (nitromethane), Cl (hydrochloric acid), O (water). Run at time 1 hour. Yields the product NC=1SC=C(N1)/C(/C(=O)N[C@H]1[C@@H]2N(C(=C(CS2)CSC=2N=NNC2)C(=S)O)C1=O)=N/O (7β-[(Z)-2-(2-aminothiazol-4-yl)-2-hydroxyiminoacetamido]-3-(1,2,3-triazol-4-yl)thiomethylthio-3-cephem-4-carboxylic acid). Isolated yield 70.7%. As a reaction SMILES: C1(C([O:14][C:15]([C:17]2[N:22]3[C:23](=[O:63])[C@@H:24]([NH:25][C:26](=[O:62])/[C:27](/[C:49]4[N:50]=[C:51]([NH:54]C(OC(C)(C)C)=O)[S:52][CH:53]=4)=[N:28]\[O:29]C(C4C=CC=CC=4)(C4C=CC=CC=4)C4C=CC=CC=4)[C@H:21]3[S:20][CH2:19][C:18]=2[CH2:64][S:65][C:66]2[N:67]=[N:68][N:69](C(C3C=CC=CC=3)(C3C=CC=CC=3)C3C=CC=CC=3)[CH:70]=2)=[S:16])C2C=CC=CC=2)C=CC=CC=1.[Cl-].[Al+3].[Cl-].[Cl-]>C1(OC)C=CC=CC=1.[N+](C)([O-])=O.Cl.O>[NH2:54][C:51]1[S:52][CH:53]=[C:49](/[C:27](=[N:28]/[OH:29])/[C:26]([NH:25][C@@H:24]2[C:23](=[O:63])[N:22]3[C:17]([C:15]([OH:14])=[S:16])=[C:18]([CH2:64][S:65][C:66]4[N:67]=[N:68][NH:69][CH:70]=4)[CH2:19][S:20][C@H:21]23)=[O:62])[N:50]=1 |f:1.2.3.4|. Procedure details: To a solution of 7β-[(Z)-2-(2-t-butoxycarbonylaminothiazol-4-yl)-2-trityloxyiminoacetamido]-3-(1-trityl-1,2,3-triazol-4-yl)thiomethylthio-3-cephem-4-carboxylic acid diphenylmethyl ester (29 g: 22.9 mMol.) in a mixture of anisole (50 ml) and nitromethane (200 ml) is added dropwise a solution of aluminum chloride (20.7 g: 156 mMol.) in anisole (50 ml) at -30° to -40° C., and the mixture is stirred for 1 hour at the same temperature. The reaction mixture is diluted with 1N-hydrochloric acid (200 ml... The reactants are CCCCCC(CO)OCC(O)c1ccc(OCC)cc1, Cc1ccc(S(=O)(=O)O)cc1. Product: CCCCCC1COC(c2ccc(OCC)cc2)CO1. Reaction SMILES: [CH2:1]([CH3:2])[O:3][c:4]1[cH:5][cH:6][c:7]([CH:10]([CH2:11][O:12][CH:13]([CH2:14][CH2:15][CH2:16][CH2:17][CH3:18])[CH2:19][OH:20])[OH:21])[cH:8][cH:9]1.[c:22]1([CH3:23])[cH:24][cH:25][c:26]([S:27]([OH:28])(=[O:29])=[O:30])[cH:31][cH:32]1>>[CH2:1]([CH3:2])[O:3][c:4]1[cH:5][cH:6][c:7]([CH:10]2[CH2:11][O:12][CH:13]([CH2:14][CH2:15][CH2:16][CH2:17][CH3:18])[CH2:19][O:21]2)[cH:8][cH:9]1.